From a dataset of the Open Reaction Database (ORD), a public repository of structured organic reaction records. describe an organic reaction: reactants, conditions, products, and yield Isolated yield 81.3%. Starting materials: [H-].[Na+] (sodium hydride), C(#N)C=1C=CC=2NC3=CC=C(C=C3C2C1)C#N (3,6-dicyanocarbazole), O (water), C(CCC)Br (butylbromide). Reaction conditions: temperature 110 celsius. As a reaction SMILES: [H-].[Na+].[C:3]([C:5]1[CH:6]=[CH:7][C:8]2[NH:9][C:10]3[C:15]([C:16]=2[CH:17]=1)=[CH:14][C:13]([C:18]#[N:19])=[CH:12][CH:11]=3)#[N:4].[CH2:20](Br)[CH2:21][CH2:22][CH3:23].O>CN(C)C=O>[CH2:20]([N:9]1[C:10]2[CH:11]=[CH:12][C:13]([C:18]#[N:19])=[CH:14][C:15]=2[C:16]2[C:8]1=[CH:7][CH:6]=[C:5]([C:3]#[N:4])[CH:17]=2)[CH2:21][CH2:22][CH3:23] |f:0.1|. Solvent: CN(C=O)C (dimethylformamide). Procedure details: A slurry of sodium hydride (50% in oil, 480 mg) in 50 ml of anhydrous dimethylformamide is treated with 3,6-dicyanocarbazole (2.17 g) and heated at 110° C for two hours. The reaction mixture is then treated dropwise with butylbromide (1.37 g) and heated for about 16 hours at 110° C. The reaction mixture is poured into water and the resultant precipitate collected by filtration. The solid is dissolved in dichloromethane and filtered through 200 ml of silica gel to yield 2.22 g of the title compou... Yields the product C(CCC)N1C2=CC=C(C=C2C=2C=C(C=CC12)C#N)C#N (9-butyl-3,6-dicyanocarbazole). Starting materials: C1CCOC1, CO, Cl, [Li+], COC(=O)c1ccc(OCCOc2ccc(C=C3SC(=O)NC3=O)cc2)cc1, [OH-], O, O. Yields the product O=C1NC(=O)C(=Cc2ccc(OCCOc3ccc(C(=O)O)cc3)cc2)S1. RXN SMILES: [CH2:35]1[O:36][CH2:37][CH2:38][CH2:39]1.[CH3:29][OH:30].[ClH:34].[Li+:33].[O:1]=[C:2]1[S:3][C:4](=[CH:8][c:9]2[cH:10][cH:11][c:12]([O:13][CH2:14][CH2:15][O:16][c:17]3[cH:18][cH:19][c:20]([C:21](=[O:22])[O:23][CH3:24])[cH:25][cH:26]3)[cH:27][cH:28]2)[C:5](=[O:7])[NH:6]1.[OH-:32].[OH2:31].[OH2:40]>>[O:1]=[C:2]1[S:3][C:4](=[CH:8][c:9]2[cH:10][cH:11][c:12]([O:13][CH2:14][CH2:15][O:16][c:17]3[cH:18][cH:19][c:20]([C:21](=[O:22])[OH:23])[cH:25][cH:26]3)[cH:27][cH:28]2)[C:5](=[O:7])[NH:6]1.